Dataset: the Open Reaction Database (ORD), a public repository of structured organic reaction records. Task: describe an organic reaction: reactants, conditions, products, and yield Solvent: ClCCl (dichloromethane), CN(C)C=O (DMF), C(C)N(CC)CC (Triethylamine). Reported procedure: Triethylamine (0.48 ml) is added to a mixture of (-)-(isochroman-1-yl)acetic acid (LXI, EXAMPLE 45 Step 3, 0.2016 g, 1.05 mmol), DMF (1.1 ml), dichloromethane (1.1 ml), 1-(4-ethoxyphenyl)piperazine dihydrochloride (XXIV, 0.2997 g, 1.07 mmol) and diethyl cyanophosphonate (0.21 ml). After 2 hr, saturated sodium bicarbonate is added and the mixture is stirred for 2 hr and then extracted several times with dichloromethane. The combined organic phases are backwashed with saline, dried over magnesium ... RXN SMILES: [CH:1]1([CH2:11][C:12](O)=O)[C:10]2[C:5](=[CH:6][CH:7]=[CH:8][CH:9]=2)[CH2:4][CH2:3][O:2]1.Cl.Cl.[CH2:17]([O:19][C:20]1[CH:25]=[CH:24][C:23]([N:26]2[CH2:31][CH2:30][NH:29][CH2:28][CH2:27]2)=[CH:22][CH:21]=1)[CH3:18].[C:32](P(=O)(OCC)OCC)#N.[C:42](=[O:45])(O)[O-].[Na+]>ClCCl.CN(C=O)C.C(N(CC)CC)C>[CH:1]1([C:11]([CH3:12])([CH3:32])[C:42]([N:29]2[CH2:28][CH2:27][N:26]([C:23]3[CH:22]=[CH:21][C:20]([O:19][CH2:17][CH3:18])=[CH:25][CH:24]=3)[CH2:31][CH2:30]2)=[O:45])[C:10]2[C:5](=[CH:6][CH:7]=[CH:8][CH:9]=2)[CH2:4][CH2:3][O:2]1 |f:1.2.3,5.6|. Reaction conditions: time 2 hour. Yields the product C1(OCCC2=CC=CC=C12)C(C(=O)N1CCN(CC1)C1=CC=C(C=C1)OCC)(C)C (2-(isochroman-1-yl)-1-[4-(4-ethoxyphenyl)piperazin-1-yl]-2-methylpropan-1-one). Reactants: C([O-])(O)=O.[Na+] (sodium bicarbonate), C1(OCCC2=CC=CC=C12)CC(=O)O ((-)-(isochroman-1-yl)acetic acid), Cl.Cl.C(C)OC1=CC=C(C=C1)N1CCNCC1 (1-(4-ethoxyphenyl)piperazine dihydrochloride), C(#N)P(OCC)(OCC)=O (diethyl cyanophosphonate). Reactants: CN(C)C=O (DMF), COC(N=C(C(=NC1=CC=C(C=C1)C1=NOC(=N1)C)C1=CC(=CC(=C1)CO)O)SC)=O ({2-(3-hydroxy-5-hydroxymethylphenyl)-2-[4-(5-methyl-[1,2,4]oxadiazol-3-yl)phenylimino]-1-methylsulfanylethylidene}carbamic acid methyl ester), C([O-])([O-])=O.[K+].[K+] (potassium carbonate), CI (methyl iodide). Run in C(C)(=O)OCC (ethyl acetate), O (Water). Run at time 30 minute. Product: COC(N=C(C(=NC1=CC=C(C=C1)C1=NOC(=N1)C)C1=CC(=CC(=C1)OC)CO)SC)=O ({2-(3-hydroxymethyl-5-methoxyphenyl)-2-[4-(5-methyl-[1,2,4]oxadiazol-3-yl)phenylimino]-1-methylsulfanylethylidene}carbamic acid methyl ester). Reaction SMILES: [CH3:1]N(C=O)C.[CH3:6][O:7][C:8](=[O:36])[N:9]=[C:10]([S:34][CH3:35])[C:11]([C:25]1[CH:30]=[C:29]([CH2:31][OH:32])[CH:28]=[C:27]([OH:33])[CH:26]=1)=[N:12][C:13]1[CH:18]=[CH:17][C:16]([C:19]2[N:23]=[C:22]([CH3:24])[O:21][N:20]=2)=[CH:15][CH:14]=1.C(=O)([O-])[O-].[K+].[K+].CI>C(OCC)(=O)C.O>[CH3:6][O:7][C:8](=[O:36])[N:9]=[C:10]([S:34][CH3:35])[C:11]([C:25]1[CH:26]=[C:27]([O:33][CH3:1])[CH:28]=[C:29]([CH2:31][OH:32])[CH:30]=1)=[N:12][C:13]1[CH:18]=[CH:17][C:16]([C:19]2[N:23]=[C:22]([CH3:24])[O:21][N:20]=2)=[CH:15][CH:14]=1 |f:2.3.4|. Procedure details: To a 3 ml DMF solution containing 700 mg of {2-(3-hydroxy-5-hydroxymethylphenyl)-2-[4-(5-methyl-[1,2,4]oxadiazol-3-yl)phenylimino]-1-methylsulfanylethylidene}carbamic acid methyl ester there was added 440 mg of potassium carbonate and 0.15 ml of methyl iodide, and the mixture was stirred at room temperature for 17 hours and 30 minutes. Water was added to the reaction mixture and extraction was performed with ethyl acetate. The organic layer was washed with water and saturated brine, and then dri... Starting materials: C(=C)[B-](F)(F)F.[K+] (Potassium vinyltrifluoroborate), BrC=1C=CC(=NC1)C(F)(F)F (5-bromo-2-trifluoromethylpyridine), C1(=CC=CC=C1)P(C1=CC=CC=C1)C1=CC=CC=C1 (triphenylphosphine), C([O-])([O-])=O.[Cs+].[Cs+] (cesium carbonate). Reagents/catalysts: [Pd](Cl)Cl (Palladium(II) chloride). The solvent is O (water), O1CCCC1 (Tetrahydrofuran). Reaction conditions: temperature 77.5 celsius. Product: FC(C1=NC=C(C=C1)C=C)(F)F (2-trifluoromethyl-5-ethenylpyridine). RXN SMILES: [CH:1]([B-](F)(F)F)=[CH2:2].[K+].Br[C:9]1[CH:10]=[CH:11][C:12]([C:15]([F:18])([F:17])[F:16])=[N:13][CH:14]=1.C1(P(C2C=CC=CC=2)C2C=CC=CC=2)C=CC=CC=1.C(=O)([O-])[O-].[Cs+].[Cs+]>O.[Pd](Cl)Cl.O1CCCC1>[F:16][C:15]([F:18])([F:17])[C:12]1[CH:11]=[CH:10][C:9]([CH:1]=[CH2:2])=[CH:14][N:13]=1 |f:0.1,4.5.6|. Procedure details: Potassium vinyltrifluoroborate (362 mg, 2.7 mmol; Aldrich), 5-bromo-2-trifluoromethylpyridine (539 mg, 2.38 mmol; Aldrich) and triphenylphosphine (37.7 mg, 0.144 mmol) were added at room temperature to a solution of cesium carbonate (2.16 g, 6.63 mmol) in water (2 mL). Tetrahydrofuran (18 mL) was added, and the reaction flask was evacuated and purged with nitrogen (3 cycles). Palladium(II) chloride (9.2 mg, 0.052 mmol) was added, and the reaction flask was again evacuated and purged with nitroge... Reactants: Nc1nc(N)c2c(OCC3CCNCC3)cccc2n1, Cc1ccc(C(=O)Cl)cc1. Product: Cc1ccc(C(=O)N2CCC(COc3cccc4nc(N)nc(N)c34)CC2)cc1. Reaction SMILES: [NH:1]1[CH2:2][CH2:3][CH:4]([CH2:7][O:8][c:9]2[c:10]3[c:11]([NH2:20])[n:12][c:13]([NH2:19])[n:14][c:15]3[cH:16][cH:17][cH:18]2)[CH2:5][CH2:6]1.[c:21]1([CH3:30])[cH:22][cH:23][c:24]([C:27](=[O:28])[Cl:29])[cH:25][cH:26]1>>[N:1]1([C:27]([c:24]2[cH:23][cH:22][c:21]([CH3:30])[cH:26][cH:25]2)=[O:28])[CH2:2][CH2:3][CH:4]([CH2:7][O:8][c:9]2[c:10]3[c:11]([NH2:20])[n:12][c:13]([NH2:19])[n:14][c:15]3[cH:16][cH:17][cH:18]2)[CH2:5][CH2:6]1. Reactants: OC1=C(C#N)C=CC(=N1)C (2-hydroxy-6-methyl-nicotinonitrile), [OH-].[K+] (KOH), IC(C)C (2-iodopropane). The solvent is CCO (EtOH). Conditions: temperature 80 celsius, time 90 minute. Product: C(C)(C)OC1=C(C#N)C=CC(=N1)C (2-Isopropoxy-6-methyl-nicotinonitrile). Yield: 76.9%. RXN SMILES: [OH:1][C:2]1[N:9]=[C:8]([CH3:10])[CH:7]=[CH:6][C:3]=1[C:4]#[N:5].[OH-].[K+].I[CH:14]([CH3:16])[CH3:15]>CCO>[CH:14]([O:1][C:2]1[N:9]=[C:8]([CH3:10])[CH:7]=[CH:6][C:3]=1[C:4]#[N:5])([CH3:16])[CH3:15] |f:1.2|. Reported procedure: To a stirred solution of 2-hydroxy-6-methyl-nicotinonitrile (10.1 g, 75.3 mmol) in 150 mL of absolute EtOH as added KOH (4.97 g, 75.3 mmol). The resulting mixture was heated at 80° C. for 2 h before it was cooled to ambient temperature. The solvent was removed in vacuo and the resulting residue was dried in a vacuum oven for over night. A suspension of the hydroxy pyridine potassium salt in 75 mL of anhydrous DMF was heated at 120° C. while 2-iodopropane (6.0 mL, 90.3 mmol) was added in portions... The reactants are O=C1CCC(=O)N1Br, CCOC(=O)c1ccc(CC)[nH]1, ClCCl, [Na+], [OH-]. Product: CCOC(=O)c1cc(Br)c(CC)[nH]1. As a reaction SMILES: [Br:1][N:2]1[C:3](=[O:4])[CH2:5][CH2:6][C:7]1=[O:8].[CH2:9]([CH3:10])[c:11]1[cH:12][cH:13][c:14]([C:16](=[O:17])[O:18][CH2:19][CH3:20])[nH:15]1.[Cl:23][CH2:24][Cl:25].[Na+:22].[OH-:21]>>[Br:1][c:12]1[c:11]([CH2:9][CH3:10])[nH:15][c:14]([C:16](=[O:17])[O:18][CH2:19][CH3:20])[cH:13]1. Reactants: [Al+3], COC(=O)C1CCN(Cc2ccccc2)C1, [H-], [H-], [H-], [H-], [Li+], C1CCOC1. Product: OCC1CCN(Cc2ccccc2)C1. RXN SMILES: [Al+3:18].[CH2:1]([c:2]1[cH:3][cH:4][cH:5][cH:6][cH:7]1)[N:8]1[CH2:9][CH:10]([C:13](=[O:14])[O:15][CH3:16])[CH2:11][CH2:12]1.[H-:17].[H-:20].[H-:21].[H-:22].[Li+:19].[O:23]1[CH2:24][CH2:25][CH2:26][CH2:27]1>>[CH2:1]([c:2]1[cH:3][cH:4][cH:5][cH:6][cH:7]1)[N:8]1[CH2:9][CH:10]([CH2:13][OH:14])[CH2:11][CH2:12]1. Starting materials: C1C=CC[C@@]2(C3=CC=CC=C3CC[C@H]12)C(=O)O (Cis-1,9,10,10a-tetrahydro-4a(4H) phenanthrene carboxylic acid). Reagents/catalysts: [Pd] (palladium on carbon). Solvent: CO (methanol). Product: C1CCC[C@@]2(C3=CC=CC=C3CC[C@H]12)C(=O)O (Cis-1,3,4,9,10,10a-Hexahydro-4a(2H)phenanthrene-carboxylic acid). The yield is 87.9%. As a reaction SMILES: [CH2:1]1[C@@H:14]2[C@@:5]([C:15]([OH:17])=[O:16])([C:6]3[C:11]([CH2:12][CH2:13]2)=[CH:10][CH:9]=[CH:8][CH:7]=3)[CH2:4][CH:3]=[CH:2]1>CO.[Pd]>[CH2:1]1[C@@H:14]2[C@@:5]([C:15]([OH:17])=[O:16])([C:6]3[C:11]([CH2:12][CH2:13]2)=[CH:10][CH:9]=[CH:8][CH:7]=3)[CH2:4][CH2:3][CH2:2]1. Procedure details: A solution of the product from Example 4 (27.4 g, 0.120 mol) in methanol was hydrogenated over 5% palladium on carbon (2.5 g). The reaction mixture was concentrated to give the title compound (24.3 g, 88%) as a white solid mp 142°-144° C. Reactants: [K].CC(C)([O-])C (potassium tert.-butoxide), ClCCCCOC(=O)NC1=C(C=C(C(=O)OC)C=C1)C (methyl 4-(N-[4-chlorobutoxycarbonyl]-amino)-3-methylbenzoate), O (water). Solvent: CN(C)C=O (DMF). Reaction conditions: temperature 60 celsius, time 3 hour. Product: CC=1C=C(C(=O)OC)C=CC1N1C(OCCCC1)=O (methyl 3-methyl-4-([1,3]oxazepan-2-on-3-yl)-benzoate). As a reaction SMILES: Cl[CH2:2][CH2:3][CH2:4][CH2:5][O:6][C:7]([NH:9][C:10]1[CH:19]=[CH:18][C:13]([C:14]([O:16][CH3:17])=[O:15])=[CH:12][C:11]=1[CH3:20])=[O:8].[K].CC(C)([O-])C.O>CN(C=O)C>[CH3:20][C:11]1[CH:12]=[C:13]([CH:18]=[CH:19][C:10]=1[N:9]1[CH2:2][CH2:3][CH2:4][CH2:5][O:6][C:7]1=[O:8])[C:14]([O:16][CH3:17])=[O:15] |f:1.2,^1:20|. Reported procedure: 300 mg (1.00 mmol) methyl 4-(N-[4-chlorobutoxycarbonyl]-amino)-3-methylbenzoate are dissolved in 10 ml DMF combined with 168 mg (1.50 mmol) potassium-tert.-butoxide and stirred for 3 hours at 60° C. The reaction mixture is mixed with water and extracted 3 times with ethyl acetate. The combined organic phases are dried over sodium sulphate and evaporated down i. vac. Then the residue is purified by chromatography on silica gel (eluant: petroleum ether/ethyl acetate 3:2).